Dataset: the Open Reaction Database (ORD), a public repository of structured organic reaction records. Task: describe an organic reaction: reactants, conditions, products, and yield Starting materials: ClC1=CC=C(OC=2C=C(C=CC2)CN)C=C1 ((3-(4-chlorophenoxy)phenyl)methanamine), C(CCC)=O (butyraldehyde). The product is ClC1=CC=C(OC=2C=C(CNCCCC)C=CC2)C=C1 (N-(3-(4-Chlorophenoxy)benzyl)butan-1-amine). Yield: 31.9%. RXN SMILES: [Cl:1][C:2]1[CH:16]=[CH:15][C:5]([O:6][C:7]2[CH:8]=[C:9]([CH2:13][NH2:14])[CH:10]=[CH:11][CH:12]=2)=[CH:4][CH:3]=1.[CH:17](=O)[CH2:18][CH2:19][CH3:20]>>[Cl:1][C:2]1[CH:16]=[CH:15][C:5]([O:6][C:7]2[CH:8]=[C:9]([CH:10]=[CH:11][CH:12]=2)[CH2:13][NH:14][CH2:17][CH2:18][CH2:19][CH3:20])=[CH:4][CH:3]=1. Reported procedure: Following a procedure analogous to that for the synthesis of Example 106, (3-(4-chlorophenoxy)phenyl)methanamine (ASDI, 533 mg, 2.28 mmol) and butyraldehyde (210 μL, 2.28 mmol) were converted to the title compound (211 mg, 32%). 1H NMR (CDCl3) δ 7.41-7.19 (m, 4H), 7.14-7.06 (m, 1H), 6.99-6.87 (m, 3H), 3.98-3.86 (m, 2H), 2.80-2.66 (m, 2H), 1.66 (quin, J=7.5 Hz, 2H), 1.42-1.24 (m, 2H), 1.00-0.81 (m, 3H); MS (ESI+) m/z 290.1 (M+H)+. Starting materials: O (water), COC=1C(=CC=CC1)N (o-anisidine), FC(C1=CC=C(C(=O)Cl)C=C1)(F)F (p-trifluoromethyl benzoyl chloride). Solvent: N1=CC=CC=C1 (pyridine), O1CCCC1 (tetrahydrofuran). Conditions: time 1.7 hour. The product is FC(C1=CC=C(C(=O)NC2=C(C=CC=C2)OC)C=C1)(F)F (4- trifluoromethyl -2'-methoxybenzanilide). Yield: 98.1%. RXN SMILES: [CH3:1][O:2][C:3]1[C:4]([NH2:9])=[CH:5][CH:6]=[CH:7][CH:8]=1.[F:10][C:11]([F:22])([F:21])[C:12]1[CH:20]=[CH:19][C:15]([C:16](Cl)=[O:17])=[CH:14][CH:13]=1.O>N1C=CC=CC=1.O1CCCC1>[F:10][C:11]([F:21])([F:22])[C:12]1[CH:20]=[CH:19][C:15]([C:16]([NH:9][C:4]2[CH:5]=[CH:6][CH:7]=[CH:8][C:3]=2[O:2][CH3:1])=[O:17])=[CH:14][CH:13]=1. Procedure: To a solution of 20.8 g of o-anisidine in 140 ml of pyridine was added dropwise a solution of 35.2 g of p-trifluoromethyl benzoyl chloride in 30 ml of tetrahydrofuran at 50° to 10° C. After stirring at room temperature for 1.7 hours, the reaction mixture was poured into 1.6 liters of water. The precipitate was collected by filtration, washed with water, and dried to give 48.9 g of 4- trifluoromethyl -2'-methoxybenzanilide.